From a dataset of the Open Reaction Database (ORD), a public repository of structured organic reaction records. describe an organic reaction: reactants, conditions, products, and yield Starting materials: CC1(C)Cc2cc(CO)nn2C1, ClC(Cl)Cl, O=[Mn]=O. Product: CC1(C)Cc2cc(C=O)nn2C1. Reaction SMILES: [CH3:1][C:2]1([CH3:12])[CH2:3][c:4]2[n:5]([n:6][c:7]([CH2:9][OH:10])[cH:8]2)[CH2:11]1.[Cl:13][CH:14]([Cl:15])[Cl:16].[O:17]=[Mn:18]=[O:19]>>[CH3:1][C:2]1([CH3:12])[CH2:3][c:4]2[n:5]([n:6][c:7]([CH:9]=[O:10])[cH:8]2)[CH2:11]1. Starting materials: CC=1C=C2C=3C(=CC=CC3N3C2=C(C1)OCC3C3=CC=CC=C3)OCC#N (2-[(5-methyl-1-phenyl-1,2-dihydro[1,4]oxazino[2,3,4-jk]carbazol-7-yl)oxy]acetonitrile). Solvent: C1CCOC1 (THF), CO.C(Cl)Cl (CH3OH CH2Cl2). Conditions: temperature 85 celsius. The product is CC=1C=C2C=3C(=CC=CC3N3C2=C(C1)OCC3C3=CC=CC=C3)OCCN (2-[(5-methyl-1-phenyl-1,2-dihydro[1,4]oxazino[2,3,4-jk]carbazol-7-yl)oxy]-1-ethanamine). The yield is 66.6%. RXN SMILES: [CH3:1][C:2]1[CH:3]=[C:4]2[C:12]3=[C:13]([O:15][CH2:16][CH:17]([C:18]4[CH:23]=[CH:22][CH:21]=[CH:20][CH:19]=4)[N:11]3[C:10]3[CH:9]=[CH:8][CH:7]=[C:6]([O:24][CH2:25][C:26]#[N:27])[C:5]2=3)[CH:14]=1>C1COCC1.CO.C(Cl)Cl>[CH3:1][C:2]1[CH:3]=[C:4]2[C:12]3=[C:13]([O:15][CH2:16][CH:17]([C:18]4[CH:23]=[CH:22][CH:21]=[CH:20][CH:19]=4)[N:11]3[C:10]3[CH:9]=[CH:8][CH:7]=[C:6]([O:24][CH2:25][CH2:26][NH2:27])[C:5]2=3)[CH:14]=1 |f:2.3|. Procedure: To a mixture of 2-[(5-methyl-1-phenyl-1,2-dihydro[1,4]oxazino[2,3,4-jk]carbazol-7-yl)oxy]acetonitrile (0.66 g, 1.86 mmol) in dry THF (120 mL) is added borane-methylsulfide complex (0.53 mL, 5.6 mmol). The mixture is refluxed at 85° C. for 18 h. The mixture is removed from heat and methanol is slowly added until gas evolution ceased. The solvents are removed under vacuum and methanol (5 mL) is added and again removed. The residue is dissolved in CH2Cl2/CH3OH (1:2 15 mL). Conc. HCl (2 mL) is added... Reactants: C(CC(C)C)=C1C(CCC1)=O (isopentylidene cyclopentanone), [Na] (sodium), C(CC(=O)C)(=O)OC (methyl acetoacetate). Solvent: CO (methanol). Yields the product C(C(C)C)C1CC(C=C2CCCC12)=O (5-isobutylbicyclo [4.3.0]-non-1-en-3-one). Yield: 52.0%. RXN SMILES: [CH:1](=[C:6]1[CH2:10][CH2:9][CH2:8][C:7]1=O)[CH2:2][CH:3]([CH3:5])[CH3:4].[Na].C(OC)(=O)[CH2:14][C:15]([CH3:17])=[O:16]>CO>[CH2:2]([CH:1]1[CH:6]2[C:7]([CH2:8][CH2:9][CH2:10]2)=[CH:17][C:15](=[O:16])[CH2:14]1)[CH:3]([CH3:5])[CH3:4] |^1:11|. Procedure details: The procedure of Example 1 is repeated with 85 g (0.56 mol) of isopentylidene cyclopentanone, 1.61 g (0.07 g-atom) of sodium, 76.5 g (0.66 mol) of methyl acetoacetate and 300 ml of methanol. Upon distillation there are obtained 56 g (bp 97°-100° C. at 0.5 mm) of 5-isobutylbicyclo [4.3.0]-non-1-en-3-one having the structure: ##STR7## Reactants: O=C1CCC(=O)N1Br, ClCCl, COC(=O)c1cccc2c1N(C(=O)OC(C)(C)C)CC2. The product is COC(=O)c1cc(Br)cc2c1N(C(=O)OC(C)(C)C)CC2. RXN SMILES: [Br:21][N:22]1[C:23](=[O:24])[CH2:25][CH2:26][C:27]1=[O:28].[Cl:29][CH2:30][Cl:31].[N:1]1([C:14](=[O:15])[O:16][C:17]([CH3:18])([CH3:19])[CH3:20])[CH2:2][CH2:3][c:4]2[cH:5][cH:6][cH:7][c:8]([C:10](=[O:11])[O:12][CH3:13])[c:9]21>>[N:1]1([C:14](=[O:15])[O:16][C:17]([CH3:18])([CH3:19])[CH3:20])[CH2:2][CH2:3][c:4]2[cH:5][c:6]([Br:21])[cH:7][c:8]([C:10](=[O:11])[O:12][CH3:13])[c:9]21.